From a dataset of the Open Reaction Database (ORD), a public repository of structured organic reaction records. describe an organic reaction: reactants, conditions, products, and yield Starting materials: C(=O)([O-])[O-].[Na+].[Na+] (Na2CO3), C1(CCCC1)Br (Cyclopentylbromide), C([O-])([O-])=O.[Cs+].[Cs+] (cesium carbonate), COC1=C(C=C(C=C1)[N+](=O)[O-])O (2-Methyloxy-5-nitrophenol). The solvent is CN(C=O)C (dimethylformamide). Run at time 8 hour. The product is C1(CCCC1)OC=1C=C(C=CC1OC)[N+](=O)[O-] (3-Cyclopentyloxy-4-methyloxy-1-nitrobenzene). Yield: 74.9%. RXN SMILES: [CH3:1][O:2][C:3]1[CH:8]=[CH:7][C:6]([N+:9]([O-:11])=[O:10])=[CH:5][C:4]=1[OH:12].[CH:13]1(Br)[CH2:17][CH2:16][CH2:15][CH2:14]1.C(=O)([O-])[O-].[Cs+].[Cs+].C([O-])([O-])=O.[Na+].[Na+]>CN(C)C=O>[CH:13]1([O:12][C:4]2[CH:5]=[C:6]([N+:9]([O-:11])=[O:10])[CH:7]=[CH:8][C:3]=2[O:2][CH3:1])[CH2:17][CH2:16][CH2:15][CH2:14]1 |f:2.3.4,5.6.7|. Reported procedure: 2-Methyloxy-5-nitrophenol (14.27 g, 84.4 mmol) was dissolved in dry dimethylformamide (80 ml). Cyclopentylbromide (176 g, 127 ml, 118.2 mmol) and cesium carbonate (38.5 g, 118.2 mmol) were added and the suspension stirred overnight at room temperature. The mixture was poured into saturated Na2CO3 (200 ml) and extracted with ethyl acetate (700 ml). The organic layer was washed with saturated Na2CO3 until no yellow colour was detected. The organic layer was then dried (MgSO4) and concentrated in v... Reactants: N1C=NC=C1 (imidazole), FC1=CC=C(C=C1)[N+](=O)[O-] (1-fluoro-4-nitrobenzene). Yields the product [N+](=O)([O-])C1=CC=C(C=C1)N1C=NC=C1 (1-(-4-nitrophenyl)imidazole). Reaction SMILES: [NH:1]1[CH:5]=[CH:4][N:3]=[CH:2]1.F[C:7]1[CH:12]=[CH:11][C:10]([N+:13]([O-:15])=[O:14])=[CH:9][CH:8]=1>>[N+:13]([C:10]1[CH:11]=[CH:12][C:7]([N:1]2[CH:5]=[CH:4][N:3]=[CH:2]2)=[CH:8][CH:9]=1)([O-:15])=[O:14]. Procedure details: In a manner similar to Preparation 1, react imidazole with 1-fluoro-4-nitrobenzene to obtain the title compound. The reactants are O1CCOCC1 (dioxane), ClC=1C(=NC=CN1)CO ((3-chloropyrazin-2-yl)methanol), C(C)(C)N1N=CC=C1B1OC(C(O1)(C)C)(C)C (1-isopropyl-5-(4,4,5,5-tetramethyl-1,3,2-dioxaborolan-2-yl)-1H-pyrazole), C(=O)([O-])[O-].[K+].[K+] (K2CO3). The reagents and catalysts are C1=CC=C(C=C1)P([C-]2C=CC=C2)C3=CC=CC=C3.C1=CC=C(C=C1)P([C-]2C=CC=C2)C3=CC=CC=C3.Cl[Pd]Cl.[Fe+2] (Pd(dppf)Cl2). Solvent: O (water). Run at temperature 100 celsius. The product is C(C)(C)N1N=CC=C1C=1C(=NC=CN1)CO ((3-(1-isopropyl-1H-pyrazol-5-yl)pyrazin-2-yl)methanol). Isolated yield 36.0%. Reaction SMILES: Cl[C:2]1[C:3]([CH2:8][OH:9])=[N:4][CH:5]=[CH:6][N:7]=1.[CH:10]([N:13]1[C:17](B2OC(C)(C)C(C)(C)O2)=[CH:16][CH:15]=[N:14]1)([CH3:12])[CH3:11].C([O-])([O-])=O.[K+].[K+].O1CCOCC1>C1C=CC(P(C2C=CC=CC=2)[C-]2C=CC=C2)=CC=1.C1C=CC(P(C2C=CC=CC=2)[C-]2C=CC=C2)=CC=1.Cl[Pd]Cl.[Fe+2].O>[CH:10]([N:13]1[C:17]([C:2]2[C:3]([CH2:8][OH:9])=[N:4][CH:5]=[CH:6][N:7]=2)=[CH:16][CH:15]=[N:14]1)([CH3:12])[CH3:11] |f:2.3.4,6.7.8.9|. Procedure details: To a mixture of (3-chloropyrazin-2-yl)methanol (200 mg, 1.4 mmol, 1 eq.), 1-isopropyl-5-(4,4,5,5-tetramethyl-1,3,2-dioxaborolan-2-yl)-1H-pyrazole (393 mg, 1.67 mmol, 1.2 eq.), Pd(dppf)Cl2 (102 mg, 0.14 mmol, 0.1 eq.), and K2CO3 (580 mg, 4.2 mmol, 3 eq.) in a RB flask were added dioxane (6 mL) and water (2 mL). The mixture was heated at 100° C. for 1 h, cooled to rt, filtered, concentrated, and purified on silica gel using a mixture of EtOAc and hexanes as eluent to give (3-(1-isopropyl-1H-pyrazo... Procedure details: In methanol (25 ml) and THF (25 ml) was dissolved methyl 1-phenyl-7-[4-(2-propoxyethoxy)phenyl]-2,3-dihydro-1H-1-benzazepine-4-carboxylate (0.23 g). To the solution was added 1N sodium hydroxide solution (10 ml), and the mixture was heated at 50° C. overnight, concentrated, neutralized with 1N hydrochloric acid and extracted with ethyl acetate. The organic layer was washed with water and saturated brine and dried with anhydrous magnesium sulfate. The solvent was evaporated to give 1-phenyl-7-[4-... The yield is 103.2%. Run in CO (methanol), C1CCOC1 (THF). Product: C1(=CC=CC=C1)N1CCC(=CC2=C1C=CC(=C2)C2=CC=C(C=C2)OCCOCCC)C(=O)O (1-phenyl-7-[4-(2-propoxyethoxy)phenyl]-2,3-dihydro-1H-1-benzazepine-4-carboxylic acid). Conditions: temperature 50 celsius. Reaction SMILES: [C:1]1([N:7]2[C:13]3[CH:14]=[CH:15][C:16]([C:18]4[CH:23]=[CH:22][C:21]([O:24][CH2:25][CH2:26][O:27][CH2:28][CH2:29][CH3:30])=[CH:20][CH:19]=4)=[CH:17][C:12]=3[CH:11]=[C:10]([C:31]([O:33]C)=[O:32])[CH2:9][CH2:8]2)[CH:6]=[CH:5][CH:4]=[CH:3][CH:2]=1.[OH-].[Na+]>CO.C1COCC1>[C:1]1([N:7]2[C:13]3[CH:14]=[CH:15][C:16]([C:18]4[CH:19]=[CH:20][C:21]([O:24][CH2:25][CH2:26][O:27][CH2:28][CH2:29][CH3:30])=[CH:22][CH:23]=4)=[CH:17][C:12]=3[CH:11]=[C:10]([C:31]([OH:33])=[O:32])[CH2:9][CH2:8]2)[CH:2]=[CH:3][CH:4]=[CH:5][CH:6]=1 |f:1.2|. Reactants: C1(=CC=CC=C1)N1CCC(=CC2=C1C=CC(=C2)C2=CC=C(C=C2)OCCOCCC)C(=O)OC (methyl 1-phenyl-7-[4-(2-propoxyethoxy)phenyl]-2,3-dihydro-1H-1-benzazepine-4-carboxylate), [OH-].[Na+] (sodium hydroxide). Starting materials: CCN=C=NCCCN(C)C, Cl, Nc1ncnn2c(C(=O)O)ccc12, CC(C)(C)OC(=O)N1CCOC(CN)C1, [Na+], O=C([O-])O, CN(C)C=O, O, On1nnc2ccccc21. The product is CC(C)(C)OC(=O)N1CCOC(CNC(=O)c2ccc3c(N)ncnn23)C1. Reaction SMILES: [CH3:15][N:16]([CH3:17])[CH2:18][CH2:19][CH2:20][N:21]=[C:22]=[N:23][CH2:24][CH3:25].[ClH:14].[NH2:1][c:2]1[n:3][cH:4][n:5][n:6]2[c:7]1[cH:8][cH:9][c:10]2[C:11](=[O:12])[OH:13].[NH2:37][CH2:38][CH:39]1[O:40][CH2:41][CH2:42][N:43]([C:45](=[O:46])[O:47][C:48]([CH3:49])([CH3:50])[CH3:51])[CH2:44]1.[Na+:56].[O-:52][C:53]([OH:54])=[O:55].[O:57]=[CH:58][N:59]([CH3:60])[CH3:61].[OH2:26].[OH:27][n:28]1[c:29]2[cH:30][cH:31][cH:32][cH:33][c:34]2[n:35][n:36]1>>[NH2:1][c:2]1[n:3][cH:4][n:5][n:6]2[c:7]1[cH:8][cH:9][c:10]2[C:11](=[O:13])[NH:37][CH2:38][CH:39]1[O:40][CH2:41][CH2:42][N:43]([C:45](=[O:46])[O:47][C:48]([CH3:49])([CH3:50])[CH3:51])[CH2:44]1. Conditions: temperature 140 celsius, time 4 hour. Yields the product BrC=1C=CC=C2C(=CC(=NC12)O)O (8-bromoquinoline-2,4-diol). Procedure details: N-(2-Bromophenyl)malonamic acid (43 g, 170 mmol), polyphosphoric acid (334 mL of 0.5 M), and hydrochloric acid (444 mL of 1 N) were combined and heated at 140° C. for three hours. The solution was allowed to cool to ambient temperature, and additional hydrochloric acid (603 mL of 1 N) was added. The reaction was stirred for four hours and then adjusted to pH 4 with the addition of 20% aqueous sodium hydroxide. A precipitate formed and was isolated by filtration, washed with water, and dried to p... Isolated yield 91.6%. Reactants: BrC1=C(C=CC=C1)NC(CC(=O)O)=O (N-(2-Bromophenyl)malonamic acid), polyphosphoric acid, [OH-].[Na+] (sodium hydroxide). RXN SMILES: [Br:1][C:2]1[CH:7]=[CH:6][CH:5]=[CH:4][C:3]=1[NH:8][C:9](=[O:14])[CH2:10][C:11]([OH:13])=O.[OH-].[Na+]>Cl>[Br:1][C:2]1[CH:7]=[CH:6][CH:5]=[C:4]2[C:3]=1[N:8]=[C:9]([OH:14])[CH:10]=[C:11]2[OH:13] |f:1.2|. The solvent is Cl (hydrochloric acid), Cl (hydrochloric acid).